From a dataset of the Open Reaction Database (ORD), a public repository of structured organic reaction records. describe an organic reaction: reactants, conditions, products, and yield Starting materials: Cc1cc2[nH]c3nc4c([N+](=O)[O-])cccc4c(=O)n3c2cc1C, CCOC(=O)CC(=O)CCl. The product is CCOC(=O)CC(=O)Cn1c2cc(C)c(C)cc2n2c(=O)c3cccc([N+](=O)[O-])c3nc12. As a reaction SMILES: [N+:1](=[O:2])([O-:3])[c:4]1[cH:5][cH:6][cH:7][c:8]2[c:9](=[O:23])[n:10]3[c:11]([n:12][c:13]12)[nH:14][c:15]1[c:16]3[cH:17][c:18]([CH3:22])[c:19]([CH3:21])[cH:20]1.[O:24]=[C:25]([CH2:26][C:27](=[O:28])[O:29][CH2:30][CH3:31])[CH2:32][Cl:33]>>[N+:1](=[O:2])([O-:3])[c:4]1[cH:5][cH:6][cH:7][c:8]2[c:9](=[O:23])[n:10]3[c:11]([n:12][c:13]12)[n:14]([CH2:32][C:25](=[O:24])[CH2:26][C:27](=[O:28])[O:29][CH2:30][CH3:31])[c:15]1[c:16]3[cH:17][c:18]([CH3:22])[c:19]([CH3:21])[cH:20]1. Reactants: N1(CCCCC1)CC=1C=C(OCCCN)C=CC1 (3-[3-(Piperidinomethyl)phenoxy]propylamine), ClC1=NC=CC=C1Cl (2,3-dichloropyridine). The solvent is CC=1C=NC=CC1 (3-methylpyridine). Product: N1(CCCCC1)CC=1C=C(OCCCNC2=NC=CC=C2Cl)C=CC1 (2-[3-[3-(Piperidinomethyl)phenoxy]propylamino]-3-chloropyridine). Isolated yield 37.2%. Reaction SMILES: [N:1]1([CH2:7][C:8]2[CH:9]=[C:10]([CH:16]=[CH:17][CH:18]=2)[O:11][CH2:12][CH2:13][CH2:14][NH2:15])[CH2:6][CH2:5][CH2:4][CH2:3][CH2:2]1.Cl[C:20]1[C:25]([Cl:26])=[CH:24][CH:23]=[CH:22][N:21]=1>CC1C=NC=CC=1>[N:1]1([CH2:7][C:8]2[CH:9]=[C:10]([CH:16]=[CH:17][CH:18]=2)[O:11][CH2:12][CH2:13][CH2:14][NH:15][C:20]2[C:25]([Cl:26])=[CH:24][CH:23]=[CH:22][N:21]=2)[CH2:6][CH2:5][CH2:4][CH2:3][CH2:2]1. Procedure details: 3-[3-(Piperidinomethyl)phenoxy]propylamine (2.17 g) and 2,3-dichloropyridine (1.27 g) were dissolved in 3-methylpyridine (6 ml) and stirred under reflux for 16 hours. The majority of the reaction solvent was removed by vacuum distillation (120 torr, 70°-80° C.) and the residue was neutralised with aqueous potassium carbonate (5%; 40 ml), washed with water (2×100 ml) and extracted into chloroform (40 ml). The chloroform extract was evaporated under reduced pressure and subjected to column chromat... Starting materials: C(C1CO1)OCCCCCCCCCCCC (dodecyl glycidyl ether), C([O-])(O)=O.[Na+] (sodium bicarbonate). The solvent is O (water). Conditions: temperature 200 celsius, time 8 hour. The product is C(C(O)CO)OCCCCCCCCCCCC (monododecyl glyceryl ether). RXN SMILES: [CH2:1]([O:5][CH2:6][CH2:7][CH2:8][CH2:9][CH2:10][CH2:11][CH2:12][CH2:13][CH2:14][CH2:15][CH2:16][CH3:17])[CH:2]1[O:4][CH2:3]1.C(=O)(O)[O-:19].[Na+]>O>[CH2:1]([O:5][CH2:6][CH2:7][CH2:8][CH2:9][CH2:10][CH2:11][CH2:12][CH2:13][CH2:14][CH2:15][CH2:16][CH3:17])[CH:2]([CH2:3][OH:19])[OH:4] |f:1.2|. Procedure: In an autoclave, 249 of the resulting dodecyl glycidyl ether, 97.2 g of water and 34.8 g of sodium bicarbonate were charged and were stirred at 200° C. for 8 hours. After completion of the reaction, the reaction mixture was dehydrated at 120° C. under reduced pressure (6.67 kPa), followed by purification by distillation under reduced pressure (13 to 26 Pa, 160 to 170° C.), whereby 117 g of monododecyl glyceryl ether was obtained. As a result of gas chromatographic analysis (hereinafter abbreviat... As a reaction SMILES: [C:1]([O:5][C:6]([N:8]1[CH2:12][C@H:11]([O:13][Si:14]([C:17]([CH3:20])([CH3:19])[CH3:18])([CH3:16])[CH3:15])[CH2:10][C@H:9]1[CH2:21]OS(C)(=O)=O)=[O:7])([CH3:4])([CH3:3])[CH3:2].[SH:27][C:28]1[CH:33]=[CH:32][C:31]([S:34]([NH2:37])(=[O:36])=[O:35])=[CH:30][CH:29]=1.CN(C)C=O.C1CCN2C(=NCCC2)CC1>C1COCC1.O.C(OCC)(=O)C>[C:1]([O:5][C:6]([N:8]1[CH2:12][C@H:11]([O:13][Si:14]([C:17]([CH3:18])([CH3:19])[CH3:20])([CH3:15])[CH3:16])[CH2:10][C@H:9]1[CH2:21][S:27][C:28]1[CH:29]=[CH:30][C:31]([S:34](=[O:36])(=[O:35])[NH2:37])=[CH:32][CH:33]=1)=[O:7])([CH3:4])([CH3:3])[CH3:2]. Starting materials: C(C)(C)(C)OC(=O)N1[C@@H](C[C@H](C1)O[Si](C)(C)C(C)(C)C)COS(=O)(=O)C ((2S,4R)-N-t-butoxycarbonyl-4-t-butyldimethylsiloxy-2-mesyloxymethylpyrrolidine), SC1=CC=C(C=C1)S(=O)(=O)N (p-mercaptobenzenesulfonamide), CN(C=O)C (N,N-dimethylformamide), C1CCC2=NCCCN2CC1 (1,8-diazabicyclo[5.4.0]-7-undecene). Product: C(C)(C)(C)OC(=O)N1[C@@H](C[C@H](C1)O[Si](C)(C)C(C)(C)C)CSC1=CC=C(C=C1)S(N)(=O)=O ((2S,4R)-N-t-butoxycarbonyl-4-t-butyldimethylsiloxy-2-(4-sulfamoylphenyl)thiomethylpyrrolidine). Procedure details: To a liquid mixture of a solution of (2S,4R)-N-t-butoxycarbonyl-4-t-butyldimethylsiloxy-2-mesyloxymethylpyrrolidine (5.02 g, 12.3 mmol) and p-mercaptobenzenesulfonamide (2.39 g, 12.6 mmol) in THF (60 ml) with -N,N-dimethylformamide (20 ml), 1,8-diazabicyclo[5.4.0]-7-undecene (2.46 ml, 16.4 ml) was added dropwise in a nitrogen stream at room temperature. The reaction solution was stirred at the same temperature for 7 hours and then poured into a liquid mixture of ethyl acetate with water. The org... Solvent: O (water), C(C)(=O)OCC (ethyl acetate), C1CCOC1 (THF). Conditions: time 7 hour. Isolated yield 42.9%. The reactants are ice water, aqueous solution, N(=O)[O-].[Na+] (sodium nitrite), BrC=1C=C(C(=C(N)C1)C)C (5-bromo-2,3-dimethylaniline), N1=CC=CC=C1.F (hydrogen fluoride-pyridine). Reaction conditions: time 30 minute. The product is BrC=1C=C(C(=C(C1)F)C)C (5-bromo-1-fluoro-2,3-dimethylbenzene). As a reaction SMILES: [Br:1][C:2]1[CH:3]=[C:4]([CH3:10])[C:5]([CH3:9])=[C:6]([CH:8]=1)N.N([O-])=O.[Na+].N1C=CC=CC=1.[FH:21]>>[Br:1][C:2]1[CH:3]=[C:4]([CH3:10])[C:5]([CH3:9])=[C:6]([F:21])[CH:8]=1 |f:1.2,3.4|. Procedure: 4.00 g of 5-bromo-2,3-dimethylaniline (3-11) was dissolved in 50 ml of hydrogen fluoride-pyridine, to which under cooling with ice, 5.00 ml of an aqueous solution of 2.10 g of sodium nitrite was dropped. The resulting mixture was stirred at the same temperature for 30 minutes and further stirred at a room temperature for 1 hour, and thereafter, stirred at 85° C. for 1 hour. The reaction solution was poured into ice water and extracted with ethyl acetate and the resulting organic layer was washed... Reaction SMILES: [CH3:37][OH:38].[F:1][c:2]1[c:3]([CH2:9][NH:10][C:11](=[O:12])[c:13]2[c:14](=[O:36])[c:15]([O:28][CH2:29][c:30]3[cH:31][cH:32][cH:33][cH:34][cH:35]3)[c:16]3[n:17]([cH:27]2)[CH2:18][CH:19]2[N:20]([C:21]3=[O:22])[CH:23]([CH3:26])[CH2:24][O:25]2)[cH:4][cH:5][c:6]([F:8])[cH:7]1>>[F:1][c:2]1[c:3]([CH2:9][NH:10][C:11](=[O:12])[c:13]2[c:14](=[O:36])[c:15]([OH:28])[c:16]3[n:17]([cH:27]2)[CH2:18][CH:19]2[N:20]([C:21]3=[O:22])[CH:23]([CH3:26])[CH2:24][O:25]2)[cH:4][cH:5][c:6]([F:8])[cH:7]1. Yields the product CC1COC2Cn3cc(C(=O)NCc4ccc(F)cc4F)c(=O)c(O)c3C(=O)N12. Reactants: CO, CC1COC2Cn3cc(C(=O)NCc4ccc(F)cc4F)c(=O)c(OCc4ccccc4)c3C(=O)N12. The reactants are O (water), BrC1=CC=C(C=C1)CO ((4-Bromophenyl)methanol), CC1=C(C(=CC=C1)C)B(O)O ((2,6-dimethylphenyl)boronic acid), C([O-])([O-])=O.[Na+].[Na+] (sodium carbonate). Reagents/catalysts: C=1C=CC(=CC1)[P](C=2C=CC=CC2)(C=3C=CC=CC3)[Pd]([P](C=4C=CC=CC4)(C=5C=CC=CC5)C=6C=CC=CC6)([P](C=7C=CC=CC7)(C=8C=CC=CC8)C=9C=CC=CC9)[P](C=1C=CC=CC1)(C=1C=CC=CC1)C=1C=CC=CC1 (tetrakistriphenylphosphinepalladium). The solvent is C=1(C(=CC=CC1)CO)C.O (toluene-methanol water). The product is CC1=C(C(=CC=C1)C)C1=CC=C(C=C1)CO ((2′,6′-dimethylbiphenyl-4-yl)methanol). The yield is 65.4%. RXN SMILES: Br[C:2]1[CH:7]=[CH:6][C:5]([CH2:8][OH:9])=[CH:4][CH:3]=1.[CH3:10][C:11]1[CH:16]=[CH:15][CH:14]=[C:13]([CH3:17])[C:12]=1B(O)O.C(=O)([O-])[O-].[Na+].[Na+].O>C1(C)C(CO)=CC=CC=1.O.C1C=CC([P]([Pd]([P](C2C=CC=CC=2)(C2C=CC=CC=2)C2C=CC=CC=2)([P](C2C=CC=CC=2)(C2C=CC=CC=2)C2C=CC=CC=2)[P](C2C=CC=CC=2)(C2C=CC=CC=2)C2C=CC=CC=2)(C2C=CC=CC=2)C2C=CC=CC=2)=CC=1>[CH3:10][C:11]1[CH:16]=[CH:15][CH:14]=[C:13]([CH3:17])[C:12]=1[C:2]1[CH:7]=[CH:6][C:5]([CH2:8][OH:9])=[CH:4][CH:3]=1 |f:2.3.4,6.7,^1:41,43,62,81|. Procedure details: (4-Bromophenyl)methanol (5.00 g, 32 mmol), (2,6-dimethylphenyl)boronic acid (5.77 g, 39 mmol) and sodium carbonate (10.2 g, 96 mmol) were dissolved in toluene-methanol-water (5:1:1, 210 mL) and, after argon substitution, tetrakistriphenylphosphinepalladium (1.85 g, 1.6 mmol) was added. The reaction mixture was heated under reflux overnight under an argon atmosphere. The reaction mixture was cooled, water was added to the reaction mixture and the mixture was extracted with ethyl acetate. The extr... Starting materials: C(Cl)Cl (methylene chloride), CC=1C=C(C2=C(NC3=C(N(C2=O)C)C=CC=C3)N1)C (6,11-dihydro-2,4,6-trimethyl-5H-pyrido-[2,3-b][1,5]benzodiazepin-5-one), BrCCCCl (1-bromo-3-chloro-propane), [H-].[Na+] (sodium hydride). Run in CN(C=O)C (dimethyl formamide). Conditions: time 1 hour. The product is ClCCCN1C2=C(C(N(C3=C1C=CC=C3)C)=O)C(=CC(=N2)C)C (11-(3-chloro-propyl)-6,11-dihydro-2,4,6-trimethyl-5H-pyrido[2,3-b][1,5]benzodiazepin-5-one). Reaction SMILES: [CH3:1][C:2]1[CH:3]=[C:4]([CH3:19])[C:5]2[C:11](=[O:12])[N:10]([CH3:13])[C:9]3[CH:14]=[CH:15][CH:16]=[CH:17][C:8]=3[NH:7][C:6]=2[N:18]=1.[H-].[Na+].Br[CH2:23][CH2:24][CH2:25][Cl:26].C(Cl)Cl>CN(C)C=O>[Cl:26][CH2:25][CH2:24][CH2:23][N:7]1[C:8]2[CH:17]=[CH:16][CH:15]=[CH:14][C:9]=2[N:10]([CH3:13])[C:11](=[O:12])[C:5]2[C:4]([CH3:19])=[CH:3][C:2]([CH3:1])=[N:18][C:6]1=2 |f:1.2|. Reported procedure: 2.47 gm of 6,11-dihydro-2,4,6-trimethyl-5H-pyrido-[2,3-b][1,5]benzodiazepin-5-one were dissolved in 15 ml of dimethyl formamide, 0.76 gm of 50% sodium hydride in mineral oil was added, and the mixture was stirred at room temperature for one hour. Then, 1.7 ml of 1-bromo-3-chloro-propane were added, and the mixture was stirred at room temperature for 5 hours. After standing overnight, 100 ml of methylene chloride were added and the reaction mixture was washed three times with water. The organic p... The reactants are COc1ccc(Br)c(NC(=O)C(C)(C)C)n1, C=CC(=O)OCCCC, NC(C1CCCCC1)C1CCCCC1, ClCCl, O=C(C=Cc1ccccc1)C=Cc1ccccc1, O=C(C=Cc1ccccc1)C=Cc1ccccc1, O=C(C=Cc1ccccc1)C=Cc1ccccc1, [Pd], [Pd]. Yields the product CCCCOC(=O)C=Cc1ccc(OC)nc1NC(=O)C(C)(C)C. Reaction SMILES: [Br:1][c:2]1[c:3]([NH:10][C:11]([C:12]([CH3:13])([CH3:14])[CH3:15])=[O:16])[n:4][c:5]([O:8][CH3:9])[cH:6][cH:7]1.[C:17]([CH:18]=[CH2:19])(=[O:20])[O:21][CH2:22][CH2:23][CH2:24][CH3:25].[CH:26]1([CH:27]([NH2:28])[CH:29]2[CH2:30][CH2:31][CH2:32][CH2:33][CH2:34]2)[CH2:35][CH2:36][CH2:37][CH2:38][CH2:39]1.[Cl:40][CH2:41][Cl:42].[O:45]=[C:46]([CH:47]=[CH:48][c:49]1[cH:50][cH:51][cH:52][cH:53][cH:54]1)[CH:55]=[CH:56][c:57]1[cH:58][cH:59][cH:60][cH:61][cH:62]1.[O:63]=[C:64]([CH:65]=[CH:66][c:67]1[cH:68][cH:69][cH:70][cH:71][cH:72]1)[CH:73]=[CH:74][c:75]1[cH:76][cH:77][cH:78][cH:79][cH:80]1.[O:81]=[C:82]([CH:83]=[CH:84][c:85]1[cH:86][cH:87][cH:88][cH:89][cH:90]1)[CH:91]=[CH:92][c:93]1[cH:94][cH:95][cH:96][cH:97][cH:98]1.[Pd:43].[Pd:44]>>[c:2]1([CH:19]=[CH:18][C:17](=[O:20])[O:21][CH2:22][CH2:23][CH2:24][CH3:25])[c:3]([NH:10][C:11]([C:12]([CH3:13])([CH3:14])[CH3:15])=[O:16])[n:4][c:5]([O:8][CH3:9])[cH:6][cH:7]1. The reactants are C(CCC)[Li] (n-butyllithium), B(OC)(OC)OC (trimethyl borate), Cl (hydrochloric acid). Solvent: O1CCCC1 (tetrahydrofuran). Run at temperature -80 celsius. The product is C1=CC=CC=2C3=CC=CC=C3C(=CC12)C1=CC=C(C=C1)B(O)O (4-(phenanthren-9-yl)phenylboronic acid). Isolated yield 74.0%. As a reaction SMILES: [CH2:1]([Li])[CH2:2][CH2:3][CH3:4].[B:6]([O:11]C)(OC)[O:7]C.Cl>O1CCCC1>[CH:1]1[C:3]2[CH:4]=[C:2]([C:3]3[CH:4]=[CH:3][C:2]([B:6]([OH:11])[OH:7])=[CH:1][CH:4]=3)[C:1]3[C:1](=[CH:1][CH:2]=[CH:3][CH:4]=3)[C:2]=2[CH:4]=[CH:3][CH:2]=1. Reported procedure: Into a 100 mL three-neck flask, 2.0 g (11 mmol) of PnPBr obtained in the above Step 1 was put, and the air in the flask was replaced with nitrogen. Into the flask, 35 mL of tetrahydrofuran (THF) was added, and then this solution was stirred at −80° C. Into this solution, 8.3 mL (14 mmol) of n-butyllithium (1.6 mol/L hexane solution) was dropped by a syringe. After the dropping, this solution was stirred at the same temperature for 2 hours. After the stirring, 1.3 mL (11 mmol) of trimethyl borate...